This data is from the Open Reaction Database (ORD), a public repository of structured organic reaction records. The task is: describe an organic reaction: reactants, conditions, products, and yield Reactants: COC1=CC=C(COC(=O)C2=C(CS[C@H]3N2C([C@H]3NC(C(=NOC)C=3N=C(SC3)NC(=O)OC(C)(C)C)=O)=O)CCl)C=C1 (7β-[2-(2-t-butoxycarbonylamino-4-thiazolyl)-2-methoxyiminoacetamido]-3-chloromethyl-3-cephem-4-carboxylic acid p-methoxybenzyl ester), [I-].[Na+] (sodium iodide). Yield: 163.9%. The product is COC1=CC=C(COC(=O)C2=C(CS[C@H]3N2C(C3)=O)CI)C=C1 (3-iodomethyl-3-cephem-4-carboxylic acid p-methoxybenzyl ester). The solvent is C(C)(=O)OCC (ethyl acetate), CC(=O)C (acetone). Run at time 1 hour. RXN SMILES: [CH3:1][O:2][C:3]1[CH:43]=[CH:42][C:6]([CH2:7][O:8][C:9]([C:11]2[N:16]3[C:17](=[O:39])[C@@H:18](NC(=O)C(C4N=C(NC(OC(C)(C)C)=O)SC=4)=NOC)[C@H:15]3[S:14][CH2:13][C:12]=2[CH2:40]Cl)=[O:10])=[CH:5][CH:4]=1.[I-:44].[Na+]>CC(C)=O.C(OCC)(=O)C>[CH3:1][O:2][C:3]1[CH:43]=[CH:42][C:6]([CH2:7][O:8][C:9]([C:11]2[N:16]3[C:17](=[O:39])[CH2:18][C@H:15]3[S:14][CH2:13][C:12]=2[CH2:40][I:44])=[O:10])=[CH:5][CH:4]=1 |f:1.2|. Procedure: To a solution of 7β-[2-(2-t-butoxycarbonylamino-4-thiazolyl)-2-methoxyiminoacetamido]-3-chloromethyl-3-cephem-4-carboxylic acid p-methoxybenzyl ester (652 mg: 1 mMol.) in acetone (7 ml) is added sodium iodide (450 mg: 3 Eq.), and the mixture is stirred at room temperature for 1 hour. The reaction mixture is diluted with ethyl acetate, washed with water, dried, and concentrated under reduced pressure to give 7β-[2-(2-t-butoxycarbonylamino-4-thiazolyl)-2-methoxyimino) acetamido]-3-iodomethyl-3-cep... Reaction conditions: time 18 hour. Procedure: To a solution of 29.7 g of triphosgene in 120 mL of tetrahydrofuran (THF) is added a solution of 85.7 g of 1-octyloxy-2,2,6,6-tetramethylpiperidin-4-ol and 42.0 mL of triethylamine in 240 mL of THF over 4 hours at 5-10° C., followed by 7.3 mL of hydrazine hydrate. After stirring the reaction mixture at room temperature for 18 hours, a solution of 71.0 g of sodium carbonate in 500 mL of water is added and the organic layer is removed, washed with water and dried over anhydrous magnesium sulfate. ... Reactants: C([O-])([O-])=O.[Na+].[Na+] (sodium carbonate), ClC(Cl)(OC(OC(Cl)(Cl)Cl)=O)Cl (triphosgene), C(CCCCCCC)ON1C(CC(CC1(C)C)O)(C)C (1-octyloxy-2,2,6,6-tetramethylpiperidin-4-ol), O1CCCC1 (tetrahydrofuran), O1CCCC1 (THF), O.NN (hydrazine hydrate). The solvent is O (water), C(C)N(CC)CC (triethylamine). Product: N(NC(=O)OC1CC(N(C(C1)(C)C)OCCCCCCCC)(C)C)C(=O)OC1CC(N(C(C1)(C)C)OCCCCCCCC)(C)C (Bis(1-octyloxy-2,2,6,6-tetramethylpiperidin-4-yl) Hydrazine-1,2-dicarboxylate). As a reaction SMILES: ClC(Cl)(O[C:5](=[O:11])[O:6][C:7](Cl)(Cl)Cl)Cl.[CH2:13]([O:21][N:22]1[C:27]([CH3:29])([CH3:28])[CH2:26][CH:25]([OH:30])[CH2:24][C:23]1([CH3:32])[CH3:31])[CH2:14][CH2:15][CH2:16][CH2:17][CH2:18][CH2:19][CH3:20].O.[NH2:34][NH2:35].[C:36](=[O:39])([O-])[O-].[Na+].[Na+].[O:42]1[CH2:46][CH2:45][CH2:44][CH2:43]1>O.C(N(CC)CC)C>[NH:34]([C:5]([O:6][CH:7]1[CH2:26][C:27]([CH3:29])([CH3:28])[N:22]([O:42][CH2:46][CH2:45][CH2:44][CH2:43][CH2:13][CH2:14][CH2:15][CH3:16])[C:23]([CH3:31])([CH3:32])[CH2:24]1)=[O:11])[NH:35][C:36]([O:30][CH:25]1[CH2:26][C:27]([CH3:29])([CH3:28])[N:22]([O:21][CH2:13][CH2:14][CH2:15][CH2:16][CH2:17][CH2:18][CH2:19][CH3:20])[C:23]([CH3:31])([CH3:32])[CH2:24]1)=[O:39] |f:2.3,4.5.6|. Reactants: [BH4-], CCOC(=O)CC(=O)C(NC(=O)OCc1ccccc1)C1CC1, CCO, [Na+], O. The product is CCOC(=O)CC(O)C(NC(=O)OCc1ccccc1)C1CC1. RXN SMILES: [BH4-:24].[CH2:1]([c:2]1[cH:3][cH:4][cH:5][cH:6][cH:7]1)[O:8][C:9](=[O:10])[NH:11][CH:12]([C:13]([CH2:14][C:15](=[O:16])[O:17][CH2:18][CH3:19])=[O:20])[CH:21]1[CH2:22][CH2:23]1.[CH3:27][CH2:28][OH:29].[Na+:25].[OH2:26]>>[CH2:1]([c:2]1[cH:3][cH:4][cH:5][cH:6][cH:7]1)[O:8][C:9](=[O:10])[NH:11][CH:12]([CH:13]([CH2:14][C:15](=[O:16])[O:17][CH2:18][CH3:19])[OH:20])[CH:21]1[CH2:22][CH2:23]1. The reactants are COC(=O)C=1C(=C2C=C(C(N(C2=CN1)CC1=CC=CC=C1)=O)C1=CC(=CC=C1)OC)O (1-benzyl-5-hydroxy-3-(3-methoxy-phenyl)-2-oxo-1,2-dihydro-[1,7]naphthyridine-6-carboxylic acid methyl ester), NCCC(=O)O (β-alanine), C[O-].[Na+] (NaOMe). The product is C(C1=CC=CC=C1)N1C(C(=CC2=C(C(=NC=C12)C(=O)NCCC(=O)O)O)C1=CC(=CC=C1)OC)=O (3-{[1-Benzyl-5-hydroxy-3-(3-methoxy-phenyl)-2-oxo-1,2-dihydro-[1,7]naphthyridine-6-carbonyl]-amino}-propionic acid). The yield is 75.4%. As a reaction SMILES: CO[C:3]([C:5]1[C:6]([OH:31])=[C:7]2[C:12](=[CH:13][N:14]=1)[N:11]([CH2:15][C:16]1[CH:21]=[CH:20][CH:19]=[CH:18][CH:17]=1)[C:10](=[O:22])[C:9]([C:23]1[CH:28]=[CH:27][CH:26]=[C:25]([O:29][CH3:30])[CH:24]=1)=[CH:8]2)=[O:4].[NH2:32][CH2:33][CH2:34][C:35]([OH:37])=[O:36].C[O-].[Na+]>>[CH2:15]([N:11]1[C:12]2[C:7](=[C:6]([OH:31])[C:5]([C:3]([NH:32][CH2:33][CH2:34][C:35]([OH:37])=[O:36])=[O:4])=[N:14][CH:13]=2)[CH:8]=[C:9]([C:23]2[CH:28]=[CH:27][CH:26]=[C:25]([O:29][CH3:30])[CH:24]=2)[C:10]1=[O:22])[C:16]1[CH:21]=[CH:20][CH:19]=[CH:18][CH:17]=1 |f:2.3|. Procedure details: A mixture of 1-benzyl-5-hydroxy-3-(3-methoxy-phenyl)-2-oxo-1,2-dihydro-[1,7]naphthyridine-6-carboxylic acid methyl ester (35 mg, 0.084 mmol), β-alanine (600 mg, 6.7 mmol) and NaOMe solution (10 mL, 5.0 mmol, 0.5 M in MeOH) was refluxed for 16 h. After the mixture was cooled to r.t., the solvent was evaporated in vacuo. The residue was partitioned between EtOAc and water. 1 M HCl was added with vigorous stirring until pH was about 3. The aqueous layer was extracted with additional EtOAc, and the ...